From a dataset of the Open Reaction Database (ORD), a public repository of structured organic reaction records. describe an organic reaction: reactants, conditions, products, and yield Reactants: C(C1=CC=CC=C1)OC1=NC(=CC(=C1CN1C(C2=C(C(=CC=C2CC1)OC(C(F)(F)F)C)Cl)=O)C)C (2-{[2-(benzyloxy)-4,6-dimethylpyridin-3-yl]methyl}-8-chloro-7-[(1,1,1-trifluoropropan-2-yl)oxy]-3,4-dihydroisoquinolin-1(2H)-one), C(=O)(C(F)(F)F)O (TFA). The solvent is C(Cl)Cl (CH2Cl2). Conditions: time 8 hour. Yields the product ClC=1C(=CC=C2CCN(C(C12)=O)CC=1C(NC(=CC1C)C)=O)OC(C(F)(F)F)C (8-chloro-2-[(4,6-dimethyl-2-oxo-1,2-dihydropyridin-3-yl)methyl]-7-[(1,1,1-trifluoropropan-2-yl)oxy]-3,4-dihydroisoquinolin-1(2H)-one). Isolated yield 33.3%. Reaction SMILES: C([O:8][C:9]1[C:14]([CH2:15][N:16]2[CH2:25][CH2:24][C:23]3[C:18](=[C:19]([Cl:33])[C:20]([O:26][CH:27]([CH3:32])[C:28]([F:31])([F:30])[F:29])=[CH:21][CH:22]=3)[C:17]2=[O:34])=[C:13]([CH3:35])[CH:12]=[C:11]([CH3:36])[N:10]=1)C1C=CC=CC=1.C(O)(C(F)(F)F)=O>C(Cl)Cl>[Cl:33][C:19]1[C:20]([O:26][CH:27]([CH3:32])[C:28]([F:31])([F:29])[F:30])=[CH:21][CH:22]=[C:23]2[C:18]=1[C:17](=[O:34])[N:16]([CH2:15][C:14]1[C:9](=[O:8])[NH:10][C:11]([CH3:36])=[CH:12][C:13]=1[CH3:35])[CH2:25][CH2:24]2. Procedure details: To a solution of 2-{[2-(benzyloxy)-4,6-dimethylpyridin-3-yl]methyl}-8-chloro-7-[(1,1,1-trifluoropropan-2-yl)oxy]-3,4-dihydroisoquinolin-1(2H)-one (58b, 70 mg, 0.14 mmol) in CH2Cl2 (5 mL) was added TFA (1 mL) at room temperature. The resulting mixture was stirred at room temperature overnight. The mixture was concentrated under vacuum. The residue was purified by column chromatography (EtOAc) to give the title compound (Example 58, 20 mg, 34%) as a white solid. 1H NMR (400 MHz, chloroform): δ 11.... Reactants: NC1=CC(=NN1C1=CC=CC=C1)C(=O)OCC (ethyl 5-amino-1-phenyl-1H-pyrazole-3-carboxylate), [OH-].[Na+] (NaOH). Run in CCO (EtOH). Reaction conditions: time 8 hour. The product is NC1=CC(=NN1C1=CC=CC=C1)C(=O)O (5-Amino-1-phenyl-1H-pyrazole-3-carboxylic acid). Yield: 65.0%. Reaction SMILES: [NH2:1][C:2]1[N:6]([C:7]2[CH:12]=[CH:11][CH:10]=[CH:9][CH:8]=2)[N:5]=[C:4]([C:13]([O:15]CC)=[O:14])[CH:3]=1.[OH-].[Na+]>CCO>[NH2:1][C:2]1[N:6]([C:7]2[CH:12]=[CH:11][CH:10]=[CH:9][CH:8]=2)[N:5]=[C:4]([C:13]([OH:15])=[O:14])[CH:3]=1 |f:1.2|. Procedure: 2 g (8.65 mmol) of ethyl 5-amino-1-phenyl-1H-pyrazole-3-carboxylate are dissolved in 20 ml EtOH and 20 ml of 1M NaOH solution are added. The mixture is stirred overnight, the solvent removed in vacuo and the crude product subject to HPLC chromatography: Yield: 65% Reagents/catalysts: [K].O=C(O)O, [B-](F)(F)(F)F.CC[N+](CC)(CC)CC, O1B(OC(C)(C)C1(C)C)B2OC(C)(C)C(O2)(C)C, O=C(O)C, N=1C(OC)=CC(OC)=C2C=CC=CC12, [Pd].O=C(O)C. Product: O=C1C=2C=CC=CC2C(=O)N1C3(C(=O)NC4=C(F)C(F)=C(C(F)=C4F)C(F)(F)F)CCC3B5OC(C)(C)C(O5)(C)C. Solvent: N#CC. Reaction conditions: temperature 80 celsius, time 15 hour. The yield is 72.0%. Starting materials: O=C1C=2C=CC=CC2C(=O)N1C3(C(=O)NC4=C(F)C(F)=C(C(F)=C4F)C(F)(F)F)CCC3. Starting materials: N#CBr (Cyanogen bromide), CC(C)(C)C=1C=C(C(=O)NN)C=C(C1O)C(C)(C)C (3,5-bis(1,1-dimethylethyl)-4-hydroxybenzoic acid, hydrazide), C([O-])(O)=O.[Na+] (sodium bicarbonate), O (water). Run in O1CCOCC1 (dioxane). Run at time 2 hour. Yields the product NC1=NN=C(O1)C1=CC(=C(C(=C1)C(C)(C)C)O)C(C)(C)C (4-(5-amino-1,3,4-oxadiazol-2-yl)-2,6-bis(1,1-dimethylethyl)-phenol). The yield is 62.5%. Reaction SMILES: [N:1]#[C:2]Br.[CH3:4][C:5]([C:8]1[CH:9]=[C:10]([CH:15]=[C:16]([C:19]([CH3:22])([CH3:21])[CH3:20])[C:17]=1[OH:18])[C:11]([NH:13][NH2:14])=[O:12])([CH3:7])[CH3:6].C(=O)(O)[O-].[Na+].O>O1CCOCC1>[NH2:1][C:2]1[O:12][C:11]([C:10]2[CH:15]=[C:16]([C:19]([CH3:22])([CH3:21])[CH3:20])[C:17]([OH:18])=[C:8]([C:5]([CH3:4])([CH3:6])[CH3:7])[CH:9]=2)=[N:13][N:14]=1 |f:2.3|. Procedure details: Cyanogen bromide (0.9 g, 0.0083 mole) is added to a solution of 3,5-bis(1,1-dimethylethyl)-4-hydroxybenzoic acid, hydrazide (2.2 g, 0.0083 mole) and sodium bicarbonate (0.7 g, 0.0083 mole) in dioxane (10 ml)/water (10 ml). The resulting mixture is stirred two hours at room temperature. The solution is concentrated to half volume in vacuo and the residue diluted with water. The resulting solid is filtered and recrystallized from ethyl acetate/hexane to give 1.5 g (2.4 g theor., 58%) of 4-(5-amino... The reactants are NNC(=O)c1ccc(O)c(O)c1, CCO, [K+], [OH-], S=C=S. Yields the product O=C(NNC(=S)[S-])c1ccc(O)c(O)c1, [K+]. As a reaction SMILES: [C:3]([c:4]1[cH:5][c:6]([OH:7])[c:8]([OH:9])[cH:10][cH:11]1)(=[O:12])[NH:13][NH2:14].[CH3:18][CH2:19][OH:20].[K+:2].[OH-:1].[S:15]=[C:16]=[S:17]>>[C:3]([c:4]1[cH:5][c:6]([OH:7])[c:8]([OH:9])[cH:10][cH:11]1)(=[O:12])[NH:13][NH:14][C:16](=[S:15])[S-:17].[K+:2].